Task: describe an organic reaction: reactants, conditions, products, and yield. Dataset: the Open Reaction Database (ORD), a public repository of structured organic reaction records Reactants: O=C1CC(COC1)NC(OCC1=CC=CC=C1)=O (Benzyl 5-oxotetrahydro-2H-pyran-3-ylcarbamate), O.O.O.O.O.O.O.[Cl-].[Ce+3].[Cl-].[Cl-] (cerium(III) chloride heptahydrate), [BH4-].[Na+] (Sodium borohydride). The solvent is CO (methanol). Conditions: temperature 0 celsius, time 30 minute. The product is OC1CC(COC1)NC(OCC1=CC=CC=C1)=O (benzyl 5-hydroxytetrahydro-2H-pyran-3-ylcarbamate). The yield is 57.0%. As a reaction SMILES: [O:1]=[C:2]1[CH2:7][O:6][CH2:5][CH:4]([NH:8][C:9](=[O:18])[O:10][CH2:11][C:12]2[CH:17]=[CH:16][CH:15]=[CH:14][CH:13]=2)[CH2:3]1.O.O.O.O.O.O.O.[Cl-].[Ce+3].[Cl-].[Cl-].[BH4-].[Na+]>CO>[OH:1][CH:2]1[CH2:7][O:6][CH2:5][CH:4]([NH:8][C:9](=[O:18])[O:10][CH2:11][C:12]2[CH:17]=[CH:16][CH:15]=[CH:14][CH:13]=2)[CH2:3]1 |f:1.2.3.4.5.6.7.8.9.10.11,12.13|. Procedure details: Benzyl 5-oxotetrahydro-2H-pyran-3-ylcarbamate (4.35 g, 17.45 mmol) and cerium(III) chloride heptahydrate (6.50 g, 17.45 mmol) were dissolved in methanol (100 mL) before cooling to 0° C. Sodium borohydride (0.660 g, 17.45 mmol) was then added slowly. Intense bubbling was observed. The reaction was allowed to stir at 0° C. for 30 min before quenching by addition of acetone (˜3 mL) and stirring at room temperature for 30 additional min. The reaction was then evaporated to dryness. The material was ...